This data is from the Open Reaction Database (ORD), a public repository of structured organic reaction records. The task is: describe an organic reaction: reactants, conditions, products, and yield Reactants: C([O-])(O)=O.[Na+] (sodium bicarbonate), C(C)(C)(C)NNC(C1=CC=CC=C1)=O (N'-t-butyl-N-benzoylhydrazine), C(C1=CC=CC=C1)(=O)C(=O)O (benzoyl formic acid), CS(=O)(=O)Cl (methanesulfonyl chloride). Solvent: C1(=CC=CC=C1)C (toluene), C(C)N(CC)CC (Triethylamine), C1(=CC=CC=C1)C (toluene). Reaction conditions: time 1 hour. Product: C(C)(C)(C)N(NC(=O)C(C1=CC=CC=C1)=O)C(C1=CC=CC=C1)=O (N'-t-butyl-N-benzoylcarbonyl-N'-benzoylhydrazine). Yield: 65.0%. Reaction SMILES: C([NH:5][NH:6][C:7](=[O:14])[C:8]1[CH:13]=[CH:12][CH:11]=[CH:10][CH:9]=1)(C)(C)C.[C:15]([C:23]([OH:25])=O)(=[O:22])[C:16]1[CH:21]=[CH:20][CH:19]=[CH:18][CH:17]=1.CS(Cl)(=O)=O.C(=O)(O)[O-].[Na+]>C1(C)C=CC=CC=1.C(N(CC)CC)C>[C:8]([N:6]([C:7](=[O:14])[C:8]1[CH:9]=[CH:10][CH:11]=[CH:12][CH:13]=1)[NH:5][C:23]([C:15](=[O:22])[C:16]1[CH:17]=[CH:18][CH:19]=[CH:20][CH:21]=1)=[O:25])([CH3:13])([CH3:9])[CH3:7] |f:3.4|. Procedure details: N'-t-butyl-N-benzoylhydrazine (1 g), benzoyl formic acid (1 g) and methanesulfonyl chloride (0.7 g) were stirred in toluene (35 ml) and saturated sodium bicarbonate (15 ml) at approximately 5° C. Triethylamine was added slowly, dropwise to the reaction mixture, and slowly warmed to room temperature. After stirring for 1 hour, the reaction mixture was diluted with toluene (20 ml) and the organic layer was washed several times with water. The organic layers were dried over magnesium sulfate, filte... Reactants: C1=CC(=CN=C1)Cl (3-Chloropyridine), Cc1noc(C)c1B2OC(C)(C)C(C)(C)O2 (3,5-Dimethylisoxazole-4-boronic acid pinacol ester). The reagents and catalysts are c1c2ccccc2ccc1 (Naphthelene), N\2=C1\N(CCCCC1)CCC/2 (DBU), CC(=O)C (acetone), O (water), CS(=O)(=O)O[Pd]c1ccccc1-c2ccccc2N.c1ccc(cc1)P(c2ccccc2)c3ccccc3 (Pd G3 µ-OMS Pd G3 µ-OMS). Run in C1CCOC1 (THF), O (water), C1CCOC1 (THF), C1CCOC1 (THF), C1CCOC1 (THF), C1CCOC1 (THF). Reaction conditions: temperature 110 celsius, time 600 second. The product is CC1=C(C2=CC=CN=C2)C(C)=NO1 (3,5-dimethyl-4-(quinolin-3-yl)isoxazole). Yield: 0.1%. Reactants: C1(=CC=CC=C1)NC1=NC=CC=C1C(=O)OC (methyl 2-phenylamino-3-pyridine carboxylate), C1(CCCO1)=O (gamma-butyrolactone), CC(C)([O-])C.[K+] (potassium tertiary butoxide). Reaction conditions: temperature 95 celsius, time 1 hour. Product: OCCC=1C(N(C2=NC=CC=C2C1O)C1=CC=CC=C1)=O (3-(2-Hydroxyethyl)-4-hydroxy-1-phenyl- 1,8-naphthyridin-2(1H)one). As a reaction SMILES: [C:1]1([NH:7][C:8]2[C:13]([C:14]([O:16]C)=O)=[CH:12][CH:11]=[CH:10][N:9]=2)[CH:6]=[CH:5][CH:4]=[CH:3][CH:2]=1.[C:18]1(=[O:23])[O:22][CH2:21][CH2:20][CH2:19]1.CC(C)([O-])C.[K+]>>[OH:23][CH2:18][CH2:19][C:20]1[C:21](=[O:22])[N:7]([C:1]2[CH:2]=[CH:3][CH:4]=[CH:5][CH:6]=2)[C:8]2[C:13]([C:14]=1[OH:16])=[CH:12][CH:11]=[CH:10][N:9]=2 |f:2.3|. Reported procedure: To a solution of 6.8 g. of methyl 2-phenylamino-3-pyridine carboxylate in 60 ml. of gamma-butyrolactone there was added, under nitrogen, 13.4 g. of potassium tertiary butoxide. The reaction mixture was heated and stirred for one hour at 95° C., poured on ice and stirred overnight. The mixture was extracted with ether, the aqueous layer acidified with acetic acid to pH 4.5 and the product was collected by filtration. Recrystallization from chloroform, acetone, isopropanol yielded the product of t... The reactants are CC(C=C)=O (3-buten-2-one), C1(O)=CC=C(O)C=C1 (hydroquinone). Run in C1(=CC=CC=C1)C (toluene). Conditions: temperature 200 celsius, time 4 hour. Product: C(C)(=O)C1OC(=CCC1)C (2-acetyl-3,4-dihydro-6-methyl-2H-pyran). As a reaction SMILES: [CH3:1][C:2](=[O:5])[CH:3]=[CH2:4].[C:6]1([CH:13]=CC(O)=[CH:9][CH:8]=1)[OH:7]>C1(C)C=CC=CC=1>[C:2]([CH:3]1[CH2:4][CH2:9][CH:8]=[C:6]([CH3:13])[O:7]1)(=[O:5])[CH3:1]. Procedure details: A solution of 100 g of 3-buten-2-one in 100 ml of toluene stabilized with 1 g of hydroquinone was heated to 200° C. in a steel pressure vessel and held at that temperature for 4 hours. The resulting mixture was distilled under reduced pressure to give 2-acetyl-3,4-dihydro-6-methyl-2H-pyran (16A), as a liquid, b.p.: 38°-42° C., 0.02 Torr. The reactants are O (water), FC(C1=CC=C(OC2=CC=C(OC(CO)C)C=C2)C=C1)(F)F (β-[4-(4-Trifluoromethylphenoxy)phenoxy]-propanol), N1=CC=CC=C1 (pyridine), C(C1=CC=CC=C1)(=O)Cl (benzoyl chloride). Solvent: C1=CC=CC=C1 (benzene). Yields the product FC(C1=CC=C(OC2=CC=C(OC(COC(C3=CC=CC=C3)=O)C)C=C2)C=C1)(F)F (β-[4-(4-Trifluoromethylphenoxy)phenoxy]propylbenzoate). The yield is 75.0%. Reaction SMILES: [F:1][C:2]([F:22])([F:21])[C:3]1[CH:20]=[CH:19][C:6]([O:7][C:8]2[CH:18]=[CH:17][C:11]([O:12][CH:13]([CH3:16])[CH2:14][OH:15])=[CH:10][CH:9]=2)=[CH:5][CH:4]=1.N1C=CC=CC=1.[C:29](Cl)(=[O:36])[C:30]1[CH:35]=[CH:34][CH:33]=[CH:32][CH:31]=1.O>C1C=CC=CC=1>[F:1][C:2]([F:21])([F:22])[C:3]1[CH:20]=[CH:19][C:6]([O:7][C:8]2[CH:18]=[CH:17][C:11]([O:12][CH:13]([CH3:16])[CH2:14][O:15][C:29](=[O:36])[C:30]3[CH:35]=[CH:34][CH:33]=[CH:32][CH:31]=3)=[CH:10][CH:9]=2)=[CH:5][CH:4]=1. Procedure: 1 g of β-[4-(4-Trifluoromethylphenoxy)phenoxy]-propanol and 0.25 g of pyridine were dissolved in 10 ml of benzene, and 0.45 g of benzoyl chloride was added slowly to the solution while cooling. After completion of the addition, the mixture was allowed to react at a temperature of 20° C. for 1 hour, and the reaction mixture was poured into an appropriate amount of water. The benzene layer was separated and, after drying, benzene was removed to obtain 1 g of the desired product (nD20 1.541) as an ... Starting materials: N1([C@@H](C(=O)O)CCC1)C(=O)OC(C)(C)C (BocDProOH), N[C@@H](CCC1=CC=CC=C1)C(=O)N[C@@H](CC1=CC=CC=C1)C(=O)OC (HPhe-PheOMe), anhydride, ClC(=O)OCC(C)C (isobutyl chloroformate). Product: N1([C@@H](C(=O)N[C@@H](CC2=CC=CC=C2)C(=O)N[C@@H](CC2=CC=CC=C2)C(=O)OC)CCC1)C(=O)OC(C)(C)C (BocDPro-Phe-PheOMe). Yield: 75.0%. Reaction SMILES: [N:1]1([C:9]([O:11][C:12]([CH3:15])([CH3:14])[CH3:13])=[O:10])[CH2:8][CH2:7][CH2:6][C@@H:2]1[C:3]([OH:5])=O.[NH2:16][C@H:17]([C:26]([NH:28][C@H:29]([C:37]([O:39][CH3:40])=[O:38])[CH2:30][C:31]1[CH:36]=[CH:35][CH:34]=[CH:33][CH:32]=1)=[O:27])[CH2:18][CH2:19][C:20]1[CH:25]=[CH:24][CH:23]=[CH:22]C=1.ClC(OCC(C)C)=O>>[N:1]1([C:9]([O:11][C:12]([CH3:15])([CH3:14])[CH3:13])=[O:10])[CH2:8][CH2:7][CH2:6][C@@H:2]1[C:3]([NH:16][C@H:17]([C:26]([NH:28][C@H:29]([C:37]([O:39][CH3:40])=[O:38])[CH2:30][C:31]1[CH:32]=[CH:33][CH:34]=[CH:35][CH:36]=1)=[O:27])[CH2:18][C:19]1[CH:20]=[CH:25][CH:24]=[CH:23][CH:22]=1)=[O:5]. Reported procedure: Condensation of BocDProOH (1.51 g.) and HPhe-PheOMe (2.53 g.) by the mixed anhydride method using isobutyl chloroformate gave BocDPro-Phe-PheOMe in 75% yield. Hydrazinolysis of BocDPro-Phe-PheOMe (2.00 g.) gave BocDPro-Phe-PheNHNH2 in 79% yield.